Dataset: the Open Reaction Database (ORD), a public repository of structured organic reaction records. Task: describe an organic reaction: reactants, conditions, products, and yield Reactants: C1CCOC1, CCOC(C)=O, COC(=O)Cl, [Na+], [OH-], Oc1ccc(C2CCC(NCCCc3ccccc3)CC2)cc1. Yields the product COC(=O)N(CCCc1ccccc1)C1CCC(c2ccc(O)cc2)CC1. As a reaction SMILES: [CH2:31]1[O:32][CH2:33][CH2:34][CH2:35]1.[CH3:36][CH2:37][O:38][C:39]([CH3:40])=[O:41].[Cl:24][C:25](=[O:26])[O:27][CH3:28].[Na+:30].[OH-:29].[c:1]1([CH2:7][CH2:8][CH2:9][NH:10][CH:11]2[CH2:12][CH2:13][CH:14]([c:17]3[cH:18][cH:19][c:20]([OH:23])[cH:21][cH:22]3)[CH2:15][CH2:16]2)[cH:2][cH:3][cH:4][cH:5][cH:6]1>>[c:1]1([CH2:7][CH2:8][CH2:9][N:10]([CH:11]2[CH2:12][CH2:13][CH:14]([c:17]3[cH:18][cH:19][c:20]([OH:23])[cH:21][cH:22]3)[CH2:15][CH2:16]2)[C:25](=[O:26])[O:27][CH3:28])[cH:2][cH:3][cH:4][cH:5][cH:6]1.